From a dataset of the Open Reaction Database (ORD), a public repository of structured organic reaction records. describe an organic reaction: reactants, conditions, products, and yield Reactants: [Br-].[Br-].[Br-].C1(=CC=CC=C1)[N+](C)(C)C.C1(=CC=CC=C1)[N+](C)(C)C.C1(=CC=CC=C1)[N+](C)(C)C (Phenyltrimethylammonium tribromide), C(C)(=O)C=1C2=C(SC1)C=CC(=C2)Cl (3-acetyl-5-chlorobenzo[b]thiophen). The solvent is O1CCCC1 (tetrahydrofuran). Conditions: time 3 hour. Yields the product BrCC(=O)C=1C2=C(SC1)C=CC(=C2)Cl (3-(2-bromoacetyl)-5-chlorobenzo[b]thiophen). The yield is 261.2%. RXN SMILES: [Br-:1].[Br-].[Br-].C1([N+](C)(C)C)C=CC=CC=1.C1([N+](C)(C)C)C=CC=CC=1.C1([N+](C)(C)C)C=CC=CC=1.[C:34]([C:37]1[C:38]2[CH:45]=[C:44]([Cl:46])[CH:43]=[CH:42][C:39]=2[S:40][CH:41]=1)(=[O:36])[CH3:35]>O1CCCC1>[Br:1][CH2:35][C:34]([C:37]1[C:38]2[CH:45]=[C:44]([Cl:46])[CH:43]=[CH:42][C:39]=2[S:40][CH:41]=1)=[O:36] |f:0.1.2.3.4.5|. Procedure details: Phenyltrimethylammonium tribromide (3.6 g) was added in portions under nitrogen over 30 minutes to a stirred suspension of 3-acetyl-5-chlorobenzo[b]thiophen (2 g) in tetrahydrofuran (25 ml), then the mixture was stirred at ambient temperature for 3 hours and filtered. The filter cake was washed with tetrahydrofuran (10 ml), then the filtrate and washings were combined, and the solvent removed in vacuo to leave 3-(2-bromoacetyl)-5-chlorobenzo[b]thiophen as a grey solid (4.2 g) which was used with... Run in N1=CC=CC=C1 (pyridine). Reactants: NC1=CC=C(C=C1)C=1C(CC(NN1)=O)C (6-(4-aminophenyl)-5-methyl-4,5-dihydro-3(2H)-pyridazinone), CC1=CC(NC(=N1)SC)=O (6-methyl-2-methylthiopyrimidin-4-one). Reaction SMILES: [NH2:1][C:2]1[CH:7]=[CH:6][C:5]([C:8]2[CH:9]([CH3:15])[CH2:10][C:11](=[O:14])[NH:12][N:13]=2)=[CH:4][CH:3]=1.[CH3:16][C:17]1[N:22]=[C:21](SC)[NH:20][C:19](=[O:25])[CH:18]=1>N1C=CC=CC=1>[CH3:16][C:17]1[NH:22][C:21]([NH:1][C:2]2[CH:7]=[CH:6][C:5]([C:8]3[CH:9]([CH3:15])[CH2:10][C:11](=[O:14])[NH:12][N:13]=3)=[CH:4][CH:3]=2)=[N:20][C:19](=[O:25])[CH:18]=1. Reported procedure: A stirred mixture of 6-(4-aminophenyl)-5-methyl-4,5-dihydro-3(2H)-pyridazinone (2.6 g) and 6-methyl-2-methylthiopyrimidin-4-one (3 g) in dry pyridine (40 ml) was heated under reflux for 72 hours. The volume was reduced by evaporation and the crude product (3.16 g) was collected and washed with ethanol. Recrystallisation twice from dimethylformamide gave the title compound (1.39 g), m.p. 314°-318° C. (dec). Yield: 34.9%. The product is CC1=CC(N=C(N1)NC1=CC=C(C=C1)C=1C(CC(NN1)=O)C)=O (6-[4-(1,4-Dihydro-6-methyl-4-oxo-2-pyrimidinylamino)phenyl]-5-methyl-4,5-dihydro-3(2H)-pyridazinone). The reactants are N1=CC(=CC=C1)O (Pyridin-3-ol), CC1=CC=C(C=C1)S(=O)(=O)OCCNC=1C(N(S(C1C1=CC=CC=C1)(=O)=O)C(C)(C)C)=O (2-[(2-tert-Butyl-1,1-dioxido-3-oxo-5-phenyl-2,3-dihydroisothiazol-4-yl)amino]ethyl 4-methylbenzenesulfonate), C([O-])([O-])=O.[K+].[K+] (potassium carbonate). Solvent: CC#N (MeCN). Reaction conditions: temperature 120 celsius. The product is C(C)(C)(C)N1S(C(=C(C1=O)NCCOC=1C=NC=CC1)C1=CC=CC=C1)(=O)=O (2-tert-Butyl-5-phenyl-4-{[2-(pyridin-3-yloxy)ethyl]amino}isothiazol-3(2H)-one 1,1-dioxide). Isolated yield 36.6%. RXN SMILES: CC1C=CC(S([O:11][CH2:12][CH2:13][NH:14][C:15]2[C:16](=[O:32])[N:17]([C:28]([CH3:31])([CH3:30])[CH3:29])[S:18](=[O:27])(=[O:26])[C:19]=2[C:20]2[CH:25]=[CH:24][CH:23]=[CH:22][CH:21]=2)(=O)=O)=CC=1.[N:33]1[CH:38]=[CH:37][CH:36]=[C:35](O)[CH:34]=1.C(=O)([O-])[O-].[K+].[K+]>CC#N>[C:28]([N:17]1[C:16](=[O:32])[C:15]([NH:14][CH2:13][CH2:12][O:11][C:35]2[CH:34]=[N:33][CH:38]=[CH:37][CH:36]=2)=[C:19]([C:20]2[CH:21]=[CH:22][CH:23]=[CH:24][CH:25]=2)[S:18]1(=[O:27])=[O:26])([CH3:31])([CH3:30])[CH3:29] |f:2.3.4|. Reported procedure: 2-[(2-tert-Butyl-1,1-dioxido-3-oxo-5-phenyl-2,3-dihydroisothiazol-4-yl)amino]ethyl 4-methylbenzenesulfonate (150 mg, 0.313 mmol) was dissolved in dry MeCN (3 mL) under nitrogen atmosphere. Pyridin-3-ol (33 mg, 0.345 mmol) was added followed by potassium carbonate (217 mg, 1.567 mmol). The reaction mixture was heated in a microwave reactor at 120° C. for 15 mins. Potassium carbonate was filtered off and the reaction mixture was evaporated to dryness in a vacuum centrifuge. The crude product was p... The reactants are CC(C)(C)OC(=O)N1CCN(c2ccc(N)nc2)C(=O)C1, O=C([O-])[O-], CN(C)C(=O)c1cc2cnc(Cl)nc2n1C1CCCC1, [Cs+], [Cs+], CC(=O)[O-], CC(=O)[O-], C1=COC=CO1, [Pd+2], c1ccc(P(c2ccccc2)c2ccc3ccccc3c2-c2c(P(c3ccccc3)c3ccccc3)ccc3ccccc23)cc1. Product: CN(C)C(=O)c1cc2cnc(Nc3ccc(N4CCN(C(=O)OC(C)(C)C)CC4=O)cn3)nc2n1C1CCCC1. As a reaction SMILES: [C:21]([CH3:22])([CH3:23])([CH3:24])[O:25][C:26](=[O:27])[N:28]1[CH2:29][C:30](=[O:41])[N:31]([c:34]2[cH:35][n:36][c:37]([NH2:40])[cH:38][cH:39]2)[CH2:32][CH2:33]1.[C:88](=[O:89])([O-:90])[O-:91].[CH3:1][N:2]([C:3](=[O:4])[c:5]1[cH:6][c:7]2[c:8]([n:9][c:10]([Cl:13])[n:11][cH:12]2)[n:14]1[CH:15]1[CH2:16][CH2:17][CH2:18][CH2:19]1)[CH3:20].[Cs+:92].[Cs+:93].[O-:101][C:102]([CH3:103])=[O:104].[O-:105][C:106]([CH3:107])=[O:108].[O:94]1[CH:95]=[CH:96][O:97][CH:98]=[CH:99]1.[Pd+2:100].[cH:42]1[cH:43][cH:44][c:45]([P:46]([c:47]2[cH:48][cH:49][c:50]3[c:51]([cH:52][cH:53][cH:54][cH:55]3)[c:56]2-[c:57]2[c:58]3[c:59]([cH:60][cH:61][cH:62][cH:63]3)[cH:64][cH:65][c:66]2[P:67]([c:68]2[cH:69][cH:70][cH:71][cH:72][cH:73]2)[c:74]2[cH:75][cH:76][cH:77][cH:78][cH:79]2)[c:80]2[cH:81][cH:82][cH:83][cH:84][cH:85]2)[cH:86][cH:87]1>>[CH3:1][N:2]([C:3](=[O:4])[c:5]1[cH:6][c:7]2[c:8]([n:9][c:10]([NH:40][c:37]3[n:36][cH:35][c:34]([N:31]4[C:30](=[O:41])[CH2:29][N:28]([C:26]([O:25][C:21]([CH3:22])([CH3:23])[CH3:24])=[O:27])[CH2:33][CH2:32]4)[cH:39][cH:38]3)[n:11][cH:12]2)[n:14]1[CH:15]1[CH2:16][CH2:17][CH2:18][CH2:19]1)[CH3:20]. Reactants: [OH-].[Na+] (sodium hydroxide), CNN (methylhydrazine), ( -50 ), C(C)OC=C(C(=O)OCC)C(C(F)F)=O (ethyl 2-ethoxymethylene-4,4-difluoro-3-oxobutyrate), Cl (hydrochloric acid). The solvent is C(C)O (ethanol). Reaction conditions: temperature 25 celsius, time 2.33 hour. Product: FC(C1=NN(C=C1C(=O)O)C)F (3-difluoromethyl-1-methyl-1H-pyrazole-4-carboxylic acid). The yield is 82.9%. Reaction SMILES: [CH3:1][NH:2][NH2:3].C(O[CH:7]=[C:8]([C:14](=O)[CH:15]([F:17])[F:16])[C:9]([O:11]CC)=[O:10])C.[OH-].[Na+].Cl>C(O)C>[F:16][CH:15]([F:17])[C:14]1[C:8]([C:9]([OH:11])=[O:10])=[CH:7][N:2]([CH3:1])[N:3]=1 |f:2.3|. Procedure: A 400 liter stirred vessel was initially charged with 22.6 kg (172 mol) of methylhydrazine solution (35% by weight of methylhydrazine in water) and 132 kg of ethanol, and cooled to (−55)° C. Within 2.33 hours, at internal temperature from (−50) to (−60)° C., 40.4 kg (172.5 mol) of ethyl 2-ethoxymethylene-4,4-difluoro-3-oxobutyrate (94.8%) were metered in from a reservoir vessel. The reservoir vessel was rinsed out with 9.1 kg of ethanol. The suspension was stirred at (−55)° C. for a further one ... Yields the product COC(C)(OC)C1=NC=2N(C=C1)C(=CN2)C=2C=C(C=CC2)C=2C(=CC=CC2)C#N (3′-[7-(1,1-dimethoxyethyl)imidazo[1,2-a]pyrimidin-3-yl]biphenyl-2-carbonitrile). Procedure: 3-Bromo-7-(1,1-dimethoxyethyl)imidazo[1,2-a]pyrimidine (197 mg, 0.50 mmol) was coupled with 3′-(4,4,5,5-tetramethyl-[1,3,2]dioxaborolan-2-yl)biphenyl-2-carbonitrile as described in Example 1 to give 3′-[7-(1,1-dimethoxyethyl)imidazo[1,2-a]pyrimidin-3-yl]biphenyl-2-carbonitrile (200 mg, 76%) as a white powder: δH (360 MHz, CDCl3) 1.72 (3H, s), 3.30 (6H, s), 7.39 (1H, d, J 7), 7.49-7.73 (6H, m), 7.78-7.84 (2H, m), 7.97 (1H, s), 8.95 (1H, d, J 7); m/z (ES+) 385 (M++H). Isolated yield 76.0%. Starting materials: BrC1=CN=C2N1C=CC(=N2)C(C)(OC)OC (3-Bromo-7-(1,1-dimethoxyethyl)imidazo[1,2-a]pyrimidine), CC1(OB(OC1(C)C)C=1C=C(C=CC1)C=1C(=CC=CC1)C#N)C (3′-(4,4,5,5-tetramethyl-[1,3,2]dioxaborolan-2-yl)biphenyl-2-carbonitrile). RXN SMILES: Br[C:2]1[N:6]2[CH:7]=[CH:8][C:9]([C:11]([O:15][CH3:16])([O:13][CH3:14])[CH3:12])=[N:10][C:5]2=[N:4][CH:3]=1.CC1(C)C(C)(C)OB([C:25]2[CH:26]=[C:27]([C:31]3[C:32]([C:37]#[N:38])=[CH:33][CH:34]=[CH:35][CH:36]=3)[CH:28]=[CH:29][CH:30]=2)O1>>[CH3:14][O:13][C:11]([C:9]1[CH:8]=[CH:7][N:6]2[C:2]([C:29]3[CH:28]=[C:27]([C:31]4[C:32]([C:37]#[N:38])=[CH:33][CH:34]=[CH:35][CH:36]=4)[CH:26]=[CH:25][CH:30]=3)=[CH:3][N:4]=[C:5]2[N:10]=1)([O:15][CH3:16])[CH3:12]. Starting materials: [H-].[Na+] (sodium hydride), ON1C(CC(CC1(C)C)O)(C)C (1-oxyl-2,2,6,6-tetramethyl-4-hydroxypiperidine), BrCC(=O)OCC (ethyl bromoacetate). Run in O1CCCC1 (tetrahydrofuran). Conditions: temperature 0 celsius, time 1 hour. Yields the product ON1C(CC(CC1(C)C)OCC(=O)OCC)(C)C (1-Oxyl-2,2,6,6-Tetramethyl-4-(Carboethoxymethoxy)Piperidine). Reaction SMILES: [H-].[Na+].[OH:3][N:4]1[C:9]([CH3:11])([CH3:10])[CH2:8][CH:7]([OH:12])[CH2:6][C:5]1([CH3:14])[CH3:13].Br[CH2:16][C:17]([O:19][CH2:20][CH3:21])=[O:18]>O1CCCC1>[OH:3][N:4]1[C:9]([CH3:10])([CH3:11])[CH2:8][CH:7]([O:12][CH2:16][C:17]([O:19][CH2:20][CH3:21])=[O:18])[CH2:6][C:5]1([CH3:14])[CH3:13] |f:0.1|. Procedure: 0.48 g (20 mmol) of sodium hydride is added to a solution of 3.0 g (17 mmol) of 1-oxyl-2,2,6,6-tetramethyl-4-hydroxypiperidine in 25 mL of anhydrous tetrahydrofuran. The reaction mixture is stirred under a blanket of nitrogen for one hour. The mixture is chilled to 0° C. and 2.9 g (17 mmol) of ethyl bromoacetate is added dropwise. After the addition is complete, the reaction is stirred for an additional 30 minutes during which time a white precipitate forms. The mixture is filtered and the solve... Starting materials: NC1=CC(=NC(=C1C#N)OCC)C(=O)NCC1(CCNCC1)OC (4-Amino-5-cyano-6-ethoxy-N-((4-methoxypiperidin-4-yl)methyl)picolinamide), N1=C(C=CC=C1)C=1SC(=CN1)C=O (2-(Pyridin-2-yl)thiazole-5-carbaldehyde). Yields the product NC1=CC(=NC(=C1C#N)OCC)C(=O)NCC1(CCN(CC1)CC1=CN=C(S1)C1=NC=CC=C1)OC (4-Amino-5-cyano-6-ethoxy-N-((4-methoxy-1-((2-(pyridin-2-yl)thiazol-5-yl)methyl)piperidin-4-yl)methyl)picolinamide). As a reaction SMILES: [NH2:1][C:2]1[C:7]([C:8]#[N:9])=[C:6]([O:10][CH2:11][CH3:12])[N:5]=[C:4]([C:13]([NH:15][CH2:16][C:17]2([O:23][CH3:24])[CH2:22][CH2:21][NH:20][CH2:19][CH2:18]2)=[O:14])[CH:3]=1.[N:25]1[CH:30]=[CH:29][CH:28]=[CH:27][C:26]=1[C:31]1[S:32][C:33]([CH:36]=O)=[CH:34][N:35]=1>>[NH2:1][C:2]1[C:7]([C:8]#[N:9])=[C:6]([O:10][CH2:11][CH3:12])[N:5]=[C:4]([C:13]([NH:15][CH2:16][C:17]2([O:23][CH3:24])[CH2:18][CH2:19][N:20]([CH2:36][C:33]3[S:32][C:31]([C:26]4[CH:27]=[CH:28][CH:29]=[CH:30][N:25]=4)=[N:35][CH:34]=3)[CH2:21][CH2:22]2)=[O:14])[CH:3]=1. Reported procedure: According to the same procedure described in Example 101, starting with the compound prepared in Example 260 instead of the compound prepared in Example 226 and the compound prepared in Example 139 instead of 2-phenylthiazole-5-carbaldehyde, the title compound having the following physical data was obtained. The reactants are FC=1C=CC(=C(C(=O)O)C1)N1N=CC=N1 (5-Fluoro-2-[1,2,3]triazol-2-yl-benzoic acid), FC=1C=CC(=C(C(=O)O)C1)I (5-fluoro-2-iodo-benzoic acid). Product: FC1=CC(=C(C(=O)O)C=C1)N1N=CC=N1 (4-Fluoro-2-[1,2,3]triazol-2-yl-benzoic acid). Reaction SMILES: F[C:2]1[CH:3]=[CH:4][C:5]([N:11]2[N:15]=[CH:14][CH:13]=[N:12]2)=[C:6]([CH:10]=1)[C:7]([OH:9])=[O:8].[F:16]C1C=CC(I)=C(C=1)C(O)=O>>[F:16][C:3]1[CH:2]=[CH:10][C:6]([C:7]([OH:9])=[O:8])=[C:5]([N:11]2[N:15]=[CH:14][CH:13]=[N:12]2)[CH:4]=1. Reported procedure: The title compound was prepared in a manner analogous to Intermediate 13, substituting 4-fluoro-2-iodo-benzoic acid for 5-fluoro-2-iodo-benzoic acid. 1H NMR (400 MHz, CD3OD): 7.93 (s, 2H), 7.88 (dd, J=8.7, 5.9 Hz, 1H), 7.56 (dd, J=9.2, 2.5 Hz, 1H), 7.38-7.30 (m, 1H).